From a dataset of the Open Reaction Database (ORD), a public repository of structured organic reaction records. describe an organic reaction: reactants, conditions, products, and yield The reactants are CCOC(=O)CCNC(=O)c1ccc(NC(CCCCOC)c2oc3ccc(OC)cc3c2C)cc1, CCO, [Na+], C1CCOC1, [OH-]. The product is COCCCCC(Nc1ccc(C(=O)NCCC(=O)O)cc1)c1oc2ccc(OC)cc2c1C. Reaction SMILES: [CH3:1][O:2][CH2:3][CH2:4][CH2:5][CH2:6][CH:7]([c:8]1[o:9][c:10]2[c:11]([c:12]1[CH3:13])[cH:14][c:15]([O:18][CH3:19])[cH:16][cH:17]2)[NH:20][c:21]1[cH:22][cH:23][c:24]([C:27](=[O:28])[NH:29][CH2:30][CH2:31][C:32](=[O:33])[O:34][CH2:35][CH3:36])[cH:25][cH:26]1.[CH3:44][CH2:45][OH:46].[Na+:43].[O:37]1[CH2:38][CH2:39][CH2:40][CH2:41]1.[OH-:42]>>[CH3:1][O:2][CH2:3][CH2:4][CH2:5][CH2:6][CH:7]([c:8]1[o:9][c:10]2[c:11]([c:12]1[CH3:13])[cH:14][c:15]([O:18][CH3:19])[cH:16][cH:17]2)[NH:20][c:21]1[cH:22][cH:23][c:24]([C:27](=[O:28])[NH:29][CH2:30][CH2:31][C:32](=[O:33])[OH:34])[cH:25][cH:26]1. Reactants: Cc1cc(OC2CCCCO2)cc(C)c1-c1cccc(CO)c1, CCOC(=O)N=NC(=O)OCC, C1CCOC1, COC(=O)CCc1ccc(O)cc1, c1ccc(P(c2ccccc2)c2ccccc2)cc1. Product: COC(=O)CCc1ccc(OCc2cccc(-c3c(C)cc(OC4CCCCO4)cc3C)c2)cc1. RXN SMILES: [CH3:14][c:15]1[c:16](-[c:29]2[cH:30][c:31]([CH2:35][OH:36])[cH:32][cH:33][cH:34]2)[c:17]([CH3:28])[cH:18][c:19]([O:21][CH:22]2[O:23][CH2:24][CH2:25][CH2:26][CH2:27]2)[cH:20]1.[O:56]=[C:57]([O:58][CH2:59][CH3:60])[N:61]=[N:62][C:63]([O:64][CH2:65][CH3:66])=[O:67].[O:68]1[CH2:69][CH2:70][CH2:71][CH2:72]1.[OH:1][c:2]1[cH:3][cH:4][c:5]([CH2:8][CH2:9][C:10](=[O:11])[O:12][CH3:13])[cH:6][cH:7]1.[c:37]1([P:38]([c:39]2[cH:40][cH:41][cH:42][cH:43][cH:44]2)[c:45]2[cH:46][cH:47][cH:48][cH:49][cH:50]2)[cH:51][cH:52][cH:53][cH:54][cH:55]1>>[O:1]([c:2]1[cH:3][cH:4][c:5]([CH2:8][CH2:9][C:10](=[O:11])[O:12][CH3:13])[cH:6][cH:7]1)[CH2:35][c:31]1[cH:30][c:29](-[c:16]2[c:15]([CH3:14])[cH:20][c:19]([O:21][CH:22]3[O:23][CH2:24][CH2:25][CH2:26][CH2:27]3)[cH:18][c:17]2[CH3:28])[cH:34][cH:33][cH:32]1. Reactants: CCOC(=O)C(O)C(O)C(=O)OCC, Cc1cnc(CSc2nc3ccccc3[nH]2)c(C)c1OCC1COC(C)(C)OC1, CC(C)[O-], CC(C)[O-], CC(C)[O-], CC(C)[O-], Cc1ccccc1, [Na+], [Na+], [Na+], [O-]O, [OH-], O, O=S([O-])([O-])=S, [Ti+4], CC(C)c1ccccc1. Yields the product Cc1cnc(CS(=O)c2nc3ccccc3[nH]2)c(C)c1OCC1COC(C)(C)OC1. Reaction SMILES: [C:31](=[O:32])([CH:33]([CH:34]([C:35]([O:36][CH2:37][CH3:38])=[O:39])[OH:40])[OH:41])[O:42][CH2:43][CH3:44].[CH3:1][C:2]1([CH3:29])[O:3][CH2:4][CH:5]([CH2:8][O:9][c:10]2[c:11]([CH3:28])[c:12]([CH2:17][S:18][c:19]3[n:20][c:21]4[c:22]([nH:23]3)[cH:24][cH:25][cH:26][cH:27]4)[n:13][cH:14][c:15]2[CH3:16])[CH2:6][O:7]1.[CH3:65][CH:66]([CH3:67])[O-:68].[CH3:69][CH:70]([CH3:71])[O-:72].[CH3:73][CH:74]([CH3:75])[O-:76].[CH3:77][CH:78]([CH3:79])[O-:80].[CH3:82][c:83]1[cH:84][cH:85][cH:86][cH:87][cH:88]1.[Na+:61].[Na+:62].[Na+:64].[O-:45][OH:46].[OH-:63].[OH2:30].[S:56]([O-:57])([O-:58])(=[O:59])=[S:60].[Ti+4:81].[c:47]1([CH:48]([CH3:49])[CH3:50])[cH:51][cH:52][cH:53][cH:54][cH:55]1>>[CH3:1][C:2]1([CH3:29])[O:3][CH2:4][CH:5]([CH2:8][O:9][c:10]2[c:11]([CH3:28])[c:12]([CH2:17][S:18]([c:19]3[nH:20][c:21]4[c:22]([n:23]3)[cH:24][cH:25][cH:26][cH:27]4)=[O:32])[n:13][cH:14][c:15]2[CH3:16])[CH2:6][O:7]1. Starting materials: C(C)OC(=O)C1(CCNCC1)CCOC (4-(2-methoxy-ethyl)-piperidine-4-carboxylic acid ethyl ester), C1(CCCC1)CC(=O)Cl (cyclopentylacetyl chloride), C1(CC1)C1=CC=C(N)C=C1 (4-cyclopropyl-aniline). The product is C1(CCCC1)CC(=O)N1CCC2(CCN(C2=O)C2=CC=C(C=C2)C2CC2)CC1 (8-(2-Cyclopentyl-acetyl)-2-(4-cyclopropyl-phenyl)-2,8-diaza-spiro[4.5]decan-1-one). RXN SMILES: C(O[C:4]([C:6]1([CH2:12][CH2:13]OC)[CH2:11][CH2:10][NH:9][CH2:8][CH2:7]1)=[O:5])C.[CH:16]1([CH2:21][C:22](Cl)=[O:23])[CH2:20][CH2:19][CH2:18][CH2:17]1.[CH:25]1([C:28]2[CH:34]=[CH:33][C:31]([NH2:32])=[CH:30][CH:29]=2)[CH2:27][CH2:26]1>>[CH:16]1([CH2:21][C:22]([N:9]2[CH2:8][CH2:7][C:6]3([C:4](=[O:5])[N:32]([C:31]4[CH:33]=[CH:34][C:28]([CH:25]5[CH2:27][CH2:26]5)=[CH:29][CH:30]=4)[CH2:13][CH2:12]3)[CH2:11][CH2:10]2)=[O:23])[CH2:20][CH2:19][CH2:18][CH2:17]1. Procedure: Off-white solid. MS (ESI): 381.25 (MH+). This example was prepared in analogy to example 7 step A) to B) from 4-(2-methoxy-ethyl)-piperidine-4-carboxylic acid ethyl ester (example 1 step B)), cyclopentylacetyl chloride and 4-cyclopropyl-aniline. The reactants are COC1=CC=C(CNC(=O)C2(C3=CC=CC=C3C=3C=CC=CC23)CCCCBr)C=C1 (9-(4-bromo-butyl)-9H-fluorene-9-carboxylic acid-4-methoxy-benzylamide), N1(CCNCCC1)C=1SC2=C(N1)C=CC=C2 (2-[1.4]diazepan-1-yl-benzothiazole). Yields the product COC1=CC=C(CNC(=O)C2(C3=CC=CC=C3C=3C=CC=CC23)CCCCN2CCN(CCC2)C=2SC3=C(N2)C=CC=C3)C=C1 (9-[4-(4-benzothiazol-2-yl-[1.4]diazepan-1-yl)-butyl]-9H-fluorene-9-carboxylic acid-4-methoxy-benzylamide). RXN SMILES: [CH3:1][O:2][C:3]1[CH:30]=[CH:29][C:6]([CH2:7][NH:8][C:9]([C:11]2([CH2:24][CH2:25][CH2:26][CH2:27]Br)[C:23]3[CH:22]=[CH:21][CH:20]=[CH:19][C:18]=3[C:17]3[C:12]2=[CH:13][CH:14]=[CH:15][CH:16]=3)=[O:10])=[CH:5][CH:4]=1.[N:31]1([C:38]2[S:39][C:40]3[CH:46]=[CH:45][CH:44]=[CH:43][C:41]=3[N:42]=2)[CH2:37][CH2:36][CH2:35][NH:34][CH2:33][CH2:32]1>>[CH3:1][O:2][C:3]1[CH:30]=[CH:29][C:6]([CH2:7][NH:8][C:9]([C:11]2([CH2:24][CH2:25][CH2:26][CH2:27][N:34]3[CH2:35][CH2:36][CH2:37][N:31]([C:38]4[S:39][C:40]5[CH:46]=[CH:45][CH:44]=[CH:43][C:41]=5[N:42]=4)[CH2:32][CH2:33]3)[C:23]3[CH:22]=[CH:21][CH:20]=[CH:19][C:18]=3[C:17]3[C:12]2=[CH:13][CH:14]=[CH:15][CH:16]=3)=[O:10])=[CH:5][CH:4]=1. Procedure details: Prepared analogously to Example 1 from 9-(4-bromo-butyl)-9H-fluorene-9-carboxylic acid-4-methoxy-benzylamide and 2-[1.4]diazepan-1-yl-benzothiazole. The reactants are C(C)(C)N(CC)C(C)C (Diisopropylethylamine), ClC(=O)OCCCC (butyl chloroformate), ClCCl (dichloromethane), CS(=O)(=O)C=1C=C2CCN(C2=CC1)C1=NC=NC(=C1)OC1CCNCC1 (5-(methylsulfonyl)-1-[6-(piperidin-4-yloxy)pyrimidin-4-yl]indoline). Run in O (water). Reaction conditions: time 1 hour. The product is CS(=O)(=O)C=1C=C2CCN(C2=CC1)C1=CC(=NC=N1)OC1CCN(CC1)C(=O)OCCCC (butyl 4-({6-[5-(methylsulfonyl)indolin-1-yl]pyrimidin-4-yl}oxy)piperidine-1-carboxylate). The yield is 42.5%. Reaction SMILES: C(N(C(C)C)CC)(C)C.Cl[C:11]([O:13][CH2:14][CH2:15][CH2:16][CH3:17])=[O:12].ClCCl.[CH3:21][S:22]([C:25]1[CH:26]=[C:27]2[C:31](=[CH:32][CH:33]=1)[N:30]([C:34]1[CH:39]=[C:38]([O:40][CH:41]3[CH2:46][CH2:45][NH:44][CH2:43][CH2:42]3)[N:37]=[CH:36][N:35]=1)[CH2:29][CH2:28]2)(=[O:24])=[O:23]>O>[CH3:21][S:22]([C:25]1[CH:26]=[C:27]2[C:31](=[CH:32][CH:33]=1)[N:30]([C:34]1[N:35]=[CH:36][N:37]=[C:38]([O:40][CH:41]3[CH2:46][CH2:45][N:44]([C:11]([O:13][CH2:14][CH2:15][CH2:16][CH3:17])=[O:12])[CH2:43][CH2:42]3)[CH:39]=1)[CH2:29][CH2:28]2)(=[O:24])=[O:23]. Procedure details: Diisopropylethylamine (186 μL, 1.07 mmol) and butyl chloroformate (51 μL, 0.40 mmol) were added at 0° C. to a dichloromethane (5 mL) solution of the 5-(methylsulfonyl)-1-[6-(piperidin-4-yloxy)pyrimidin-4-yl]indoline (100 mg, 0.267 mmol) produced in Reference Example 28, and the mixture was stirred at room temperature for 1 hour. To the reaction solution, water was added, followed by extraction with ethyl acetate three times. The obtained organic layer was washed with saturated saline and dried o...